Dataset: the Open Reaction Database (ORD), a public repository of structured organic reaction records. Task: describe an organic reaction: reactants, conditions, products, and yield Starting materials: C(C1=CC=CC=C1)OC(=O)N1[C@@H](CCCC1)C(=O)O ((S)-1-(benzyloxy carbonyl)-2-piperidinecarboxylic acid), C(C)(C)(C)OC(CC(C(CF)O)N)=O (3-amino-5-fluoro-4-hydroxy-pentanoic acid tert-butyl ester), C=1C=CC2=C(C1)N=NN2O (HOBt), C(CCl)Cl (EDC). The reagents and catalysts are CN(C)C=1C=CN=CC1 (DMAP). Run in C1CCOC1 (THF). The product is C(C)(C)(C)OC(CC(C(CF)O)NC(=O)C1N(CCCC1)C(=O)OCC1=CC=CC=C1)=O (5-Fluoro-4-hydroxy-3-[1-(benzyloxycarbonyl)-2-piperidinecarboxamido]-pentanoic acid tert-butyl ester). Yield: 89.0%. Reaction SMILES: [CH2:1]([O:8][C:9]([N:11]1[CH2:16][CH2:15][CH2:14][CH2:13][C@H:12]1[C:17]([OH:19])=O)=[O:10])[C:2]1[CH:7]=[CH:6][CH:5]=[CH:4][CH:3]=1.[C:20]([O:24][C:25](=[O:33])[CH2:26][CH:27]([NH2:32])[CH:28]([OH:31])[CH2:29][F:30])([CH3:23])([CH3:22])[CH3:21].C1C=CC2N(O)N=NC=2C=1.C(Cl)CCl>CN(C1C=CN=CC=1)C.C1COCC1>[C:20]([O:24][C:25](=[O:33])[CH2:26][CH:27]([NH:32][C:17]([CH:12]1[CH2:13][CH2:14][CH2:15][CH2:16][N:11]1[C:9]([O:8][CH2:1][C:2]1[CH:3]=[CH:4][CH:5]=[CH:6][CH:7]=1)=[O:10])=[O:19])[CH:28]([OH:31])[CH2:29][F:30])([CH3:23])([CH3:21])[CH3:22]. Reported procedure: A stirred mixture of (S)-1-(benzyloxy carbonyl)-2-piperidinecarboxylic acid (4.82 g, 18.31 mmol), 3-amino-5-fluoro-4-hydroxy-pentanoic acid tert-butyl ester (3.99 g, 19.25 mmol), HOBt (2.72 g, 20.13 mmol), DMAP (2.57 g, 21.04 mmol) and anhydrous THF (60 ml) was cooled to 0° C. before EDC (3.86 g, 20.13 mmol) was added. The mixture was allowed to warm to room temperature over 16 hrs before being concentrated under reduced pressure. The residue was purified by flash chromatography (60% ethyl aceta... Starting materials: [BH3-]C#N.[Na+] (NaBH3CN), C(C)(C)(C)OC(=O)NC1=C(C(=O)NCC(=O)NCC2CCNCC2)C=C(C(=C1)F)F (4-[{N-(2-(tert-butoxycarbonylamino)-4,5-difluorobenzoyl)glycyl}aminomethyl]piperidine), CC1=C(C=C(C=O)C=C1)[N+](=O)[O-] (4-methyl-3-nitrobenzaldehyde), C(C)(=O)O (acetic acid). Run in CO (methanol), CO (methanol). Run at temperature 50 celsius, time 8 hour. Yields the product NC1=C(C(=O)NCC(=O)NCC2CCN(CC2)CC2=CC(=C(C=C2)C)[N+](=O)[O-])C=C(C(=C1)F)F (4-[{N-(2-amino-4,5-difluorobenzoyl)glycyl}aminomethyl]-1-(4-methyl-3-nitrobenzyl)piperidine). Reaction SMILES: C(OC([NH:8][C:9]1[CH:28]=[C:27]([F:29])[C:26]([F:30])=[CH:25][C:10]=1[C:11]([NH:13][CH2:14][C:15]([NH:17][CH2:18][CH:19]1[CH2:24][CH2:23][NH:22][CH2:21][CH2:20]1)=[O:16])=[O:12])=O)(C)(C)C.[CH3:31][C:32]1[CH:39]=[CH:38][C:35]([CH:36]=O)=[CH:34][C:33]=1[N+:40]([O-:42])=[O:41].C(O)(=O)C.[BH3-]C#N.[Na+]>CO>[NH2:8][C:9]1[CH:28]=[C:27]([F:29])[C:26]([F:30])=[CH:25][C:10]=1[C:11]([NH:13][CH2:14][C:15]([NH:17][CH2:18][CH:19]1[CH2:20][CH2:21][N:22]([CH2:36][C:35]2[CH:38]=[CH:39][C:32]([CH3:31])=[C:33]([N+:40]([O-:42])=[O:41])[CH:34]=2)[CH2:23][CH2:24]1)=[O:16])=[O:12] |f:3.4|. Procedure details: To a mixture of 4-[{N-(2-(tert-butoxycarbonylamino)-4,5-difluorobenzoyl)glycyl}aminomethyl]piperidine (0.050 mmol), 4-methyl-3-nitrobenzaldehyde (0.25 mmol), methanol (1.2 mL), and acetic acid (0.050 mL) was added NaBH3CN (0.50 mmol) in methanol (1.0 mL). The reaction mixture was stirred at 50° C. overnight. The mixture was cooled to room temperature, loaded onto Varian™ SCX column, and washed with CH3OH (5 mL×2). Product was eluted off using 2 N NH3 in CH3OH (5 mL) and concentrated. The resulti...